Dataset: the Open Reaction Database (ORD), a public repository of structured organic reaction records. Task: describe an organic reaction: reactants, conditions, products, and yield The reactants are CC12CCC3C4CCC(=O)C=C4CCC3C1CCC2=O, CCOC(C)=O, CCCCCC, CCO. RXN SMILES: [CH3:1][C:2]12[C:3](=[O:20])[CH2:4][CH2:5][CH:6]1[CH:7]1[CH2:8][CH2:9][C:10]3=[CH:11][C:12](=[O:19])[CH2:13][CH2:14][CH:15]3[CH:16]1[CH2:17][CH2:18]2.[CH3:21][CH2:22][O:23][C:24]([CH3:25])=[O:26].[CH3:27][CH2:28][CH2:29][CH2:30][CH2:31][CH3:32].[CH3:33][CH2:34][OH:35]>>[CH3:1][C:2]12[C:3](=[O:20])[CH2:4][CH2:5][CH:6]1[CH:7]1[CH:8]=[CH:9][C:10]3=[CH:11][C:12](=[O:19])[CH2:13][CH2:14][CH:15]3[CH:16]1[CH2:17][CH2:18]2. The product is CC12CCC3C4CCC(=O)C=C4C=CC3C1CCC2=O.